The task is: describe an organic reaction: reactants, conditions, products, and yield. This data is from the Open Reaction Database (ORD), a public repository of structured organic reaction records. RXN SMILES: [CH3:20][OH:21].[NH2:1][c:2]1[cH:3][cH:4][c:5]([S:8](=[O:9])(=[O:10])[NH:11][c:12]2[n:13][c:14]([NH2:19])[n:15][c:16]([Cl:18])[cH:17]2)[cH:6][cH:7]1.[Na:22]>>[NH2:1][c:2]1[cH:3][cH:4][c:5]([S:8](=[O:9])(=[O:10])[NH:11][c:12]2[n:13][c:14]([NH2:19])[n:15][c:16]([O:21][CH3:20])[cH:17]2)[cH:6][cH:7]1. Product: COc1cc(NS(=O)(=O)c2ccc(N)cc2)nc(N)n1. Reactants: CO, Nc1ccc(S(=O)(=O)Nc2cc(Cl)nc(N)n2)cc1, [Na]. The reactants are COc1ccc(P2(=S)SP(=S)(c3ccc(OC)cc3)S2)cc1, Cc1ccc(C(=O)Nc2cc(F)ccc2F)cc1, Cc1ccccc1. Product: Cc1ccc(C(=S)Nc2cc(F)ccc2F)cc1. As a reaction SMILES: [CH3:19][O:20][c:21]1[cH:22][cH:23][c:24]([P:25]2(=[S:28])[S:26][P:27]([c:29]3[cH:30][cH:31][c:32]([O:33][CH3:34])[cH:35][cH:36]3)(=[S:37])[S:38]2)[cH:39][cH:40]1.[CH3:1][c:2]1[cH:3][cH:4][c:5]([C:6](=[O:7])[NH:8][c:9]2[c:10]([F:16])[cH:11][cH:12][c:13]([F:15])[cH:14]2)[cH:17][cH:18]1.[CH3:41][c:42]1[cH:43][cH:44][cH:45][cH:46][cH:47]1>>[CH3:1][c:2]1[cH:3][cH:4][c:5]([C:6]([NH:8][c:9]2[c:10]([F:16])[cH:11][cH:12][c:13]([F:15])[cH:14]2)=[S:28])[cH:17][cH:18]1. Starting materials: OC1=CC2=C(OC3=C2C=CC=C3)C=C1 (2-Hydroxydibenzofuran), [I-].[Na+] (sodium iodide), C(C)C(C(=O)[O-])(CC)Br (ethylbromobutyrate), C([O-])([O-])=O.[K+].[K+] (potassium carbonate). Run in CC(CC)=O (2-butanone). The product is C(=O)(O)CCCOC1=CC2=C(OC3=C2C=CC=C3)C=C1 (2-[3-carboxypropyloxy]-dibenzofuran). RXN SMILES: [OH:1][C:2]1[CH:14]=[CH:13][C:5]2[O:6][C:7]3[CH:12]=[CH:11][CH:10]=[CH:9][C:8]=3[C:4]=2[CH:3]=1.[CH2:15]([C:17](Br)(CC)[C:18]([O-:20])=[O:19])[CH3:16].C(=O)([O-])[O-].[K+].[K+].[I-].[Na+]>CC(=O)CC>[C:18]([CH2:17][CH2:15][CH2:16][O:1][C:2]1[CH:14]=[CH:13][C:5]2[O:6][C:7]3[CH:12]=[CH:11][CH:10]=[CH:9][C:8]=3[C:4]=2[CH:3]=1)([OH:20])=[O:19] |f:2.3.4,5.6|. Procedure: 2-Hydroxydibenzofuran (0.5 gm, 2.7 mmol), ethylbromobutyrate (0.78 mL, 5.4 mmol), potassium carbonate (1.1 gm, 8.1 mmol), and sodium iodide (10 mg) were combined in 2-butanone (15 mL). The reaction was refluxed until complete, then the reaction filtered and the solvent removed under reduced pressure. The residue was taken up in 6M aqueous KOH/methanol, 1:1. After the hydrolysis was complete the reaction was acidified to pH 3 and the product extracted with ethyl acetate. The residue was purified ... The reactants are hydrochloride salt, FC1=CC=C(C=C1)C1=CC(=CC=2CC(OC21)COS(=O)(=O)C2=CC=C(C=C2)C)C2=CC=CC=C2 ((±)-{[7-(4-fluorophenyl)-5-phenyl-2,3-dihydro-1-benzofuran-2-yl]methyl}4-methylbenzenesulfonate), CN (methylamine). Yields the product FC1=CC=C(C=C1)C1=CC(=CC=2CC(OC21)CNC)C2=CC=CC=C2 ((±)-{[7-(4-fluorophenyl)-5-phenyl-2,3-dihydro-1-benzofuran-2-yl]methyl}methylamine). Reaction SMILES: [F:1][C:2]1[CH:7]=[CH:6][C:5]([C:8]2[C:16]3[O:15][CH:14]([CH2:17]OS(C4C=CC(C)=CC=4)(=O)=O)[CH2:13][C:12]=3[CH:11]=[C:10]([C:29]3[CH:34]=[CH:33][CH:32]=[CH:31][CH:30]=3)[CH:9]=2)=[CH:4][CH:3]=1.[CH3:35][NH2:36]>>[F:1][C:2]1[CH:7]=[CH:6][C:5]([C:8]2[C:16]3[O:15][CH:14]([CH2:17][NH:36][CH3:35])[CH2:13][C:12]=3[CH:11]=[C:10]([C:29]3[CH:34]=[CH:33][CH:32]=[CH:31][CH:30]=3)[CH:9]=2)=[CH:4][CH:3]=1. Procedure: The title compound was prepared (0.040 g, 51%) following the general procedure of Example 390 as a white solid, hydrochloride salt from (±)-{[7-(4-fluorophenyl)-5-phenyl-2,3-dihydro-1-benzofuran-2-yl]methyl}4-methylbenzenesulfonate (0.10 g, 0.21 mmol) and methylamine (0.30 g, 9.8 mmol). mp >250° C.